This data is from the Open Reaction Database (ORD), a public repository of structured organic reaction records. The task is: describe an organic reaction: reactants, conditions, products, and yield Reactants: FC=1C=C(C=CC1)C(C1CCNCC1)C1=CC(=CC=C1)F (4-[bis(3-fluorophenyl)methyl]piperidine), C(C)(=O)C1=CC(=C(OCCCCl)C=C1)OC (3-(4-acetyl-2-methoxyphenoxy)-1-chloropropane), C([O-])(O)=O.[Na+] (sodium bicarbonate), ( 0.0012 ), [I-].[K+] (potassium iodide), C(\C=C\C(=O)O)(=O)O (fumaric acid). Run in CO (methanol), C(CCC)O (1-butanol), CCOCC (Ether). The product is C(\C=C\C(=O)O)(=O)O.FC=1C=C(C=CC1)C(C1CCN(CC1)CCCOC1=C(C=C(C=C1)C(C)=O)OC)C1=CC(=CC=C1)F (1-[4-[3-[4-[Bis(3-fluorophenyl)methyl]-1-piperidinyl]propoxy]-3-methoxyphenyl]ethanone fumarate). Isolated yield 15.1%. RXN SMILES: [F:1][C:2]1[CH:3]=[C:4]([CH:8]([C:15]2[CH:20]=[CH:19][CH:18]=[C:17]([F:21])[CH:16]=2)[CH:9]2[CH2:14][CH2:13][NH:12][CH2:11][CH2:10]2)[CH:5]=[CH:6][CH:7]=1.[C:22]([C:25]1[CH:35]=[CH:34][C:28]([O:29][CH2:30][CH2:31][CH2:32]Cl)=[C:27]([O:36][CH3:37])[CH:26]=1)(=[O:24])[CH3:23].C(=O)(O)[O-].[Na+].[I-].[K+].[C:45]([OH:52])(=[O:51])/[CH:46]=[CH:47]/[C:48]([OH:50])=[O:49]>C(O)CCC.CO.CCOCC>[C:45]([OH:52])(=[O:51])/[CH:46]=[CH:47]/[C:48]([OH:50])=[O:49].[F:1][C:2]1[CH:3]=[C:4]([CH:8]([C:15]2[CH:20]=[CH:19][CH:18]=[C:17]([F:21])[CH:16]=2)[CH:9]2[CH2:10][CH2:11][N:12]([CH2:32][CH2:31][CH2:30][O:29][C:28]3[CH:34]=[CH:35][C:25]([C:22](=[O:24])[CH3:23])=[CH:26][C:27]=3[O:36][CH3:37])[CH2:13][CH2:14]2)[CH:5]=[CH:6][CH:7]=1 |f:2.3,4.5,10.11|. Procedure: A mixture of 5.32 g (0.019 mole) of 4-[bis(3-fluorophenyl)methyl]piperidine, 4.80 g (0.020 mole) of 3-(4-acetyl-2-methoxyphenoxy)-1-chloropropane, 2.4 g (0.029 mole) of sodium bicarbonate and 0.20 g (0.0012) mole of potassium iodide in 400 ml of 1-butanol was heated at reflux for 23 hr. The solvent was removed in vacuo and the residue was partitioned between methylene chloride and dilute sodium hydroxide. The methylene chloride solution was dried over magnesium sulfate and the solvent was remove... Starting materials: BrCC1CO1, O=C([O-])[O-], CCCCc1oc2ccccc2c1S(=O)(=O)c1ccc(O)cc1, CC(C)=O, [K+], [K+]. Product: CCCCc1oc2ccccc2c1S(=O)(=O)c1ccc(OCC2CO2)cc1. Reaction SMILES: [Br:30][CH2:31][CH:32]1[CH2:33][O:34]1.[C:24](=[O:25])([O-:26])[O-:27].[CH2:1]([CH2:2][CH2:3][CH3:4])[c:5]1[o:6][c:7]2[c:8]([c:9]1[S:10](=[O:11])(=[O:12])[c:13]1[cH:14][cH:15][c:16]([OH:19])[cH:17][cH:18]1)[cH:20][cH:21][cH:22][cH:23]2.[CH3:35][C:36](=[O:37])[CH3:38].[K+:28].[K+:29]>>[CH2:1]([CH2:2][CH2:3][CH3:4])[c:5]1[o:6][c:7]2[c:8]([c:9]1[S:10](=[O:11])(=[O:12])[c:13]1[cH:14][cH:15][c:16]([O:19][CH2:31][CH:32]3[CH2:33][O:34]3)[cH:17][cH:18]1)[cH:20][cH:21][cH:22][cH:23]2. Reactants: O=C([O-])[O-], ClCCl, Cc1cccc(Cl)c1OC1CN(C(c2ccccc2)c2ccccc2)C1, O=C(Cl)Cl, [K+], [K+]. Yields the product Cc1cccc(Cl)c1OC1CN(C(=O)Cl)C1. RXN SMILES: [C:5](=[O:6])([O-:7])[O-:8].[CH2:37]([Cl:38])[Cl:39].[Cl:11][c:12]1[c:13]([O:14][CH:15]2[CH2:16][N:17]([CH:19]([c:20]3[cH:21][cH:22][cH:23][cH:24][cH:25]3)[c:26]3[cH:27][cH:28][cH:29][cH:30][cH:31]3)[CH2:18]2)[c:32]([CH3:36])[cH:33][cH:34][cH:35]1.[Cl:1][C:2]([Cl:3])=[O:4].[K+:10].[K+:9]>>[Cl:1][C:2](=[O:4])[N:17]1[CH2:16][CH:15]([O:14][c:13]2[c:12]([Cl:11])[cH:35][cH:34][cH:33][c:32]2[CH3:36])[CH2:18]1. Starting materials: [BH4-], CO, COc1ccc(OC(F)(F)F)cc1C=O, [Na+]. Yields the product COc1ccc(OC(F)(F)F)cc1CO. As a reaction SMILES: [BH4-:16].[CH3:18][OH:19].[CH3:1][O:2][c:3]1[c:4]([CH:5]=[O:6])[cH:7][c:8]([O:11][C:12]([F:13])([F:14])[F:15])[cH:9][cH:10]1.[Na+:17]>>[CH3:1][O:2][c:3]1[c:4]([CH2:5][OH:6])[cH:7][c:8]([O:11][C:12]([F:13])([F:14])[F:15])[cH:9][cH:10]1.